This data is from the Open Reaction Database (ORD), a public repository of structured organic reaction records. The task is: describe an organic reaction: reactants, conditions, products, and yield Starting materials: C(C)OC(C(C)SC1=CC=C(C=C1)OC)=O (2-(4-methoxy-phenylsulfanyl)-propionic acid ethyl ester), C[Si](C)(C)[N-][Si](C)(C)C.[Li+] (lithium bis(trimethylsilyl)amide), C(C1=CC=CC=C1)Br (benzylbromide). Run in C1CCOC1 (THF), C1CCOC1 (THF). Run at time 15 minute. The product is C(C)OC(C(CC1=CC=CC=C1)(C)SC1=CC=C(C=C1)OC)=O (2-(4-methoxy-phenylsulfanyl)-2-methyl-3-phenyl-propionic acid ethyl ester). As a reaction SMILES: [CH2:1]([O:3][C:4](=[O:16])[CH:5]([S:7][C:8]1[CH:13]=[CH:12][C:11]([O:14][CH3:15])=[CH:10][CH:9]=1)[CH3:6])[CH3:2].C[Si]([N-][Si](C)(C)C)(C)C.[Li+].[CH2:27](Br)[C:28]1[CH:33]=[CH:32][CH:31]=[CH:30][CH:29]=1>C1COCC1>[CH2:1]([O:3][C:4](=[O:16])[C:5]([S:7][C:8]1[CH:9]=[CH:10][C:11]([O:14][CH3:15])=[CH:12][CH:13]=1)([CH3:6])[CH2:27][C:28]1[CH:33]=[CH:32][CH:31]=[CH:30][CH:29]=1)[CH3:2] |f:1.2|. Procedure: To a stirred solution of 2-(4-methoxy-phenylsulfanyl)-propionic acid ethyl ester (2.44 g, 10 mmol), in THF (100 ml) at −4° C., lithium bis(trimethylsilyl)amide (1 M solution, 15 ml, 15 mmol) was added slowly. The orange colored reaction mixture was stirred at room temperature for 15 minutes and then it was cooled to 0° C. at which time it was stirred for an additional hour. The temperature of the mixture was again brought to −40° C. and benzylbromide (1.72 gm, 10 mmol) was added dropwise in THF.... RXN SMILES: [Cl:1][c:2]1[n:3][c:4]2[cH:5][cH:6][c:7]([O:12][CH3:13])[cH:8][c:9]2[n:10][cH:11]1.[Cl:21][CH2:22][Cl:23].[NH2:14][c:15]1[cH:16][cH:17][cH:18][cH:19][cH:20]1>>[ClH:1].[c:2]1([NH:14][c:15]2[cH:16][cH:17][cH:18][cH:19][cH:20]2)[n:3][c:4]2[cH:5][cH:6][c:7]([O:12][CH3:13])[cH:8][c:9]2[n:10][cH:11]1. Product: Cl, COc1ccc2nc(Nc3ccccc3)cnc2c1. Reactants: COc1ccc2nc(Cl)cnc2c1, ClCCl, Nc1ccccc1. Starting materials: NC[C@H]1N(CCC[C@H]1C)C(=O)C1=NC(=CC=C1N1N=CC=C1)C (((2S,3R)-2-(aminomethyl)-3-methylpiperidin-1-yl)(6-methyl-3-(1H-pyrazol-1-yl)pyridin-2-yl)methanone), ClC1=NC=C(C=N1)C(F)(F)F (2-chloro-5-(trifluoromethyl)pyrimidine). Yields the product C[C@H]1[C@H](N(CCC1)C(=O)C1=NC(=CC=C1N1N=CC=C1)C)CNC1=NC=C(C=N1)C(F)(F)F (((2S,3R)-3-Methyl-2-(((5-(trifluoromethyl)pyrimidin-2-yl)amino)methyl)piperidin-1-yl)(6-methyl-3-(1H-pyrazol-1-yl)pyridin-2-yl)methanone). As a reaction SMILES: [NH2:1][CH2:2][C@@H:3]1[C@H:8]([CH3:9])[CH2:7][CH2:6][CH2:5][N:4]1[C:10]([C:12]1[C:17]([N:18]2[CH:22]=[CH:21][CH:20]=[N:19]2)=[CH:16][CH:15]=[C:14]([CH3:23])[N:13]=1)=[O:11].Cl[C:25]1[N:30]=[CH:29][C:28]([C:31]([F:34])([F:33])[F:32])=[CH:27][N:26]=1>>[CH3:9][C@@H:8]1[CH2:7][CH2:6][CH2:5][N:4]([C:10]([C:12]2[C:17]([N:18]3[CH:22]=[CH:21][CH:20]=[N:19]3)=[CH:16][CH:15]=[C:14]([CH3:23])[N:13]=2)=[O:11])[C@@H:3]1[CH2:2][NH:1][C:25]1[N:30]=[CH:29][C:28]([C:31]([F:34])([F:33])[F:32])=[CH:27][N:26]=1. Procedure details: The title compound was prepared following the same general protocol as described for Example A45 using ((2S,3R)-2-(aminomethyl)-3-methylpiperidin-1-yl)(6-methyl-3-(1H-pyrazol-1-yl)pyridin-2-yl)methanone and 2-chloro-5-(trifluoromethyl)pyrimidine. MS (ESI) 460 (M+H). The reagents and catalysts are [Pd] (Pd/C). Yields the product C1(CC1)CC1C(C(C(C1)=O)C1=C(C=C(C=C1C)C)C)=O (4-Cyclopropylmethyl-2-(2,4,6-trimethyl-phenyl)-cyclopentane-1,3-dione). Run at time 1.5 hour. The yield is 20.5%. RXN SMILES: [CH:1]1([CH:4]=[C:5]2[CH2:9][C:8](=[O:10])[CH:7]([C:11]3[C:16]([CH3:17])=[CH:15][C:14]([CH3:18])=[CH:13][C:12]=3[CH3:19])[C:6]2=[O:20])[CH2:3][CH2:2]1>CO.[Pd]>[CH:1]1([CH2:4][CH:5]2[CH2:9][C:8](=[O:10])[CH:7]([C:11]3[C:16]([CH3:17])=[CH:15][C:14]([CH3:18])=[CH:13][C:12]=3[CH3:19])[C:6]2=[O:20])[CH2:2][CH2:3]1. Solvent: CO (MeOH). Procedure details: To 5% w/w Pd/C (5 mg) was added a solution of 4-[1-cyclopropyl-methylidene]-2-(2,4,6-trimethyl-phenyl)-cyclopentane-1,3-dione (28 mg, 0.09 mmol) in MeOH (10 ml). The reaction was stirred under an atmosphere of H2 (1.5 bar) for 1.5 hours, filtered through a pad of celite and washed through with MeOH (20 ml). The solvent was removed under reduced pressure to give the crude product (20 mg) which was purified by mass-directed HPLC to give the desired product (5 mg). Starting materials: C1(CC1)C=C1C(C(C(C1)=O)C1=C(C=C(C=C1C)C)C)=O (4-[1-cyclopropyl-methylidene]-2-(2,4,6-trimethyl-phenyl)-cyclopentane-1,3-dione). The product is CCn1ncc(C)c1-c1cc(C(=O)NC(Cc2cccc(F)c2)CN2C(=O)c3ccccc3C2=O)sc1Cl. Reaction SMILES: [CH:18]([N:19]([CH2:20][CH3:21])[CH:22]([CH3:23])[CH3:24])([CH3:25])[CH3:26].[Cl:1][c:2]1[c:3](-[c:10]2[c:11]([CH3:17])[cH:12][n:13][n:14]2[CH2:15][CH3:16])[cH:4][c:5]([C:7](=[O:8])[OH:9])[s:6]1.[Cl:49][CH2:50][Cl:51].[NH2:27][CH:28]([CH2:29][N:30]1[C:31](=[O:40])[c:32]2[cH:33][cH:34][cH:35][cH:36][c:37]2[C:38]1=[O:39])[CH2:41][c:42]1[cH:43][c:44]([F:48])[cH:45][cH:46][cH:47]1>>[Cl:1][c:2]1[c:3](-[c:10]2[c:11]([CH3:17])[cH:12][n:13][n:14]2[CH2:15][CH3:16])[cH:4][c:5]([C:7](=[O:9])[NH:27][CH:28]([CH2:29][N:30]2[C:31](=[O:40])[c:32]3[cH:33][cH:34][cH:35][cH:36][c:37]3[C:38]2=[O:39])[CH2:41][c:42]2[cH:43][c:44]([F:48])[cH:45][cH:46][cH:47]2)[s:6]1. Starting materials: CCN(C(C)C)C(C)C, CCn1ncc(C)c1-c1cc(C(=O)O)sc1Cl, ClCCl, NC(Cc1cccc(F)c1)CN1C(=O)c2ccccc2C1=O. Reactants: ClC=1C=C(C=CC1Cl)N1N=C(C=C1)O (1-(3,4-dichlorophenyl)-1H-pyrazol-3-ol), 1B, BrCCOCCBr (1-bromo-2-(2-bromoethoxy)ethane), C([O-])([O-])=O.[K+].[K+] (potassium carbonate), [I-].[Na+] (sodium iodide). The solvent is CN(C=O)C (dimethylformamide). Run at time 8 hour. The product is BrCCOCCOC1=NN(C=C1)C1=CC(=C(C=C1)Cl)Cl (3-(2-(2-bromoethoxy)ethoxy)-1-(3,4-dichlorophenyl)-1H-pyrazole). Reaction SMILES: [Cl:1][C:2]1[CH:3]=[C:4]([N:9]2[CH:13]=[CH:12][C:11]([OH:14])=[N:10]2)[CH:5]=[CH:6][C:7]=1[Cl:8].[Br:15][CH2:16][CH2:17][O:18][CH2:19][CH2:20]Br.C(=O)([O-])[O-].[K+].[K+].[I-].[Na+]>CN(C)C=O>[Br:15][CH2:16][CH2:17][O:18][CH2:19][CH2:20][O:14][C:11]1[CH:12]=[CH:13][N:9]([C:4]2[CH:5]=[CH:6][C:7]([Cl:8])=[C:2]([Cl:1])[CH:3]=2)[N:10]=1 |f:2.3.4,5.6|. Reported procedure: A mixture of 1-(3,4-dichlorophenyl)-1H-pyrazol-3-ol (229 mg, 1 mmol; compound prepared in the same way as Example 1, Scheme 1-step 1B), 1-bromo-2-(2-bromoethoxy)ethane (515 mg, 2 mmol), potassium carbonate (0.42 g, 3 mmol) and sodium iodide (0.15 g, 1 mmol) in dimethylformamide (12 ml) was stirred, under dry nitrogen atmosphere, at room temperature overnight. The inorganic solid was filtered off and solvent was evaporated to dryness in vacuo. The remaining residue was partitioned between water a...